describe an organic reaction: reactants, conditions, products, and yield From a dataset of the Open Reaction Database (ORD), a public repository of structured organic reaction records. Starting materials: C(C1=CC=CC=C1)(C1=CC=CC=C1)(C1=CC=CC=C1)Cl (trityl chloride), C1(=CC=CC=C1)P(C1=CC=CC=C1)C1=CC=CC=C1 (triphenylphosphine). Run in C(C)#N (acetonitrile). The product is [Cl-].C1(=CC=CC=C1)[P+](C(C1=CC=CC=C1)(C1=CC=CC=C1)C1=CC=CC=C1)(C1=CC=CC=C1)C1=CC=CC=C1 (triphenyl(triphenylmethyl)phosphonium chloride). RXN SMILES: [C:1]([Cl:20])([C:14]1[CH:19]=[CH:18][CH:17]=[CH:16][CH:15]=1)([C:8]1[CH:13]=[CH:12][CH:11]=[CH:10][CH:9]=1)[C:2]1[CH:7]=[CH:6][CH:5]=[CH:4][CH:3]=1.[C:21]1([P:27]([C:34]2[CH:39]=[CH:38][CH:37]=[CH:36][CH:35]=2)[C:28]2[CH:33]=[CH:32][CH:31]=[CH:30][CH:29]=2)[CH:26]=[CH:25][CH:24]=[CH:23][CH:22]=1>C(#N)C>[Cl-:20].[C:34]1([P+:27]([C:21]2[CH:22]=[CH:23][CH:24]=[CH:25][CH:26]=2)([C:28]2[CH:33]=[CH:32][CH:31]=[CH:30][CH:29]=2)[C:1]([C:14]2[CH:19]=[CH:18][CH:17]=[CH:16][CH:15]=2)([C:8]2[CH:13]=[CH:12][CH:11]=[CH:10][CH:9]=2)[C:2]2[CH:7]=[CH:6][CH:5]=[CH:4][CH:3]=2)[CH:35]=[CH:36][CH:37]=[CH:38][CH:39]=1 |f:3.4|. Procedure details: 6.0 parts of trityl chloride was dissolved in 100 parts of acetonitrile and 5.7 parts of triphenylphosphine was added thereto. The mixture was heated under reflux for 6 hr. The mixture was allowed to stand for cooling and then the solvent was removed to obtain a brown oil which was then crystallized from acetone. The resulting crystals were collected by filtration and washed with acetone to obtain 9.2 parts of triphenyl(triphenylmethyl)phosphonium chloride (compound No. 69).